Dataset: the Open Reaction Database (ORD), a public repository of structured organic reaction records. Task: describe an organic reaction: reactants, conditions, products, and yield Reactants: [O-][n+]1c(Br)cccc1Br, [Na+], [OH-], O=[N+]([O-])O, O=S(=O)(O)O. The product is O=[N+]([O-])c1cc(Br)[n+]([O-])c(Br)c1. As a reaction SMILES: [Br:1][c:2]1[n+:3]([O-:9])[c:4]([Br:8])[cH:5][cH:6][cH:7]1.[Na+:15].[OH-:14].[OH:10][N+:11]([O-:12])=[O:13].[S:16](=[O:17])(=[O:18])([OH:19])[OH:20]>>[Br:1][c:2]1[n+:3]([O-:9])[c:4]([Br:8])[cH:5][c:6]([N+:11](=[O:10])[O-:12])[cH:7]1. The reactants are [K+], [K+], [K+], O=N[O-], CCOC(=O)c1sc(N)nc1C, [Na+], O, O=P([O-])([O-])[O-], O=S(=O)(O)O. Yields the product CCOC(=O)c1scnc1C. RXN SMILES: [K+:27].[K+:28].[K+:29].[N:18]([O-:19])=[O:20].[NH2:6][c:7]1[s:8][c:9]([C:13](=[O:14])[O:15][CH2:16][CH3:17])[c:10]([CH3:12])[n:11]1.[Na+:21].[OH2:30].[P:22]([O-:23])([O-:24])([O-:25])=[O:26].[S:1](=[O:2])(=[O:3])([OH:4])[OH:5]>>[cH:7]1[s:8][c:9]([C:13](=[O:14])[O:15][CH2:16][CH3:17])[c:10]([CH3:12])[n:11]1.